This data is from the Open Reaction Database (ORD), a public repository of structured organic reaction records. The task is: describe an organic reaction: reactants, conditions, products, and yield The reactants are COC(=O)C(Br)CCCBr, O=C([O-])[O-], CN(C)C=O, [K+], [K+], O=[N+]([O-])c1ccccc1O. The product is COC(=O)C(CCCBr)Oc1ccccc1[N+](=O)[O-]. RXN SMILES: [Br:17][CH:18]([C:19](=[O:20])[O:21][CH3:22])[CH2:23][CH2:24][CH2:25][Br:26].[C:11](=[O:12])([O-:13])[O-:14].[CH3:27][N:28]([CH3:29])[CH:30]=[O:31].[K+:15].[K+:16].[OH:1][c:2]1[cH:3][cH:4][cH:5][cH:6][c:7]1[N+:8]([O-:9])=[O:10]>>[O:1]([c:2]1[cH:3][cH:4][cH:5][cH:6][c:7]1[N+:8]([O-:9])=[O:10])[CH:18]([C:19](=[O:20])[O:21][CH3:22])[CH2:23][CH2:24][CH2:25][Br:26]. As a reaction SMILES: [CH3:34][S:35]([OH:36])(=[O:37])=[O:38].[CH3:39][CH:40]([CH3:41])[CH2:42][C:43](=[O:44])[CH3:45].[Cl:1][c:2]1[c:3]([OH:11])[c:4]2[c:8]([cH:9][cH:10]1)[CH2:7][CH2:6][CH2:5]2.[c:12]1([CH:18]([N:19]2[CH2:20][CH:21]([O:23][S:24]([CH3:25])(=[O:26])=[O:27])[CH2:22]2)[c:28]2[cH:29][cH:30][cH:31][cH:32][cH:33]2)[cH:13][cH:14][cH:15][cH:16][cH:17]1>>[Cl:1][c:2]1[c:3]([O:11][CH:21]2[CH2:20][N:19]([CH:18]([c:12]3[cH:13][cH:14][cH:15][cH:16][cH:17]3)[c:28]3[cH:29][cH:30][cH:31][cH:32][cH:33]3)[CH2:22]2)[c:4]2[c:8]([cH:9][cH:10]1)[CH2:7][CH2:6][CH2:5]2. Reactants: CS(=O)(=O)O, CC(=O)CC(C)C, Oc1c(Cl)ccc2c1CCC2, CS(=O)(=O)OC1CN(C(c2ccccc2)c2ccccc2)C1. Yields the product Clc1ccc2c(c1OC1CN(C(c3ccccc3)c3ccccc3)C1)CCC2. Reactants: CN1CCC2(CC1)C(=O)Nc1ccccc12, CC#N, CO, CCOC(C)=O, O=C1CCC(=O)N1Br. Product: CN1CCC2(CC1)C(=O)Nc1ccc(Br)cc12. RXN SMILES: [CH3:1][N:2]1[CH2:3][CH2:4][C:5]2([C:6](=[O:14])[NH:7][c:8]3[cH:9][cH:10][cH:11][cH:12][c:13]32)[CH2:15][CH2:16]1.[CH3:25][C:26]#[N:27].[CH3:28][OH:29].[CH3:30][CH2:31][O:32][C:33](=[O:34])[CH3:35].[O:17]=[C:18]1[N:19]([Br:24])[C:20](=[O:21])[CH2:22][CH2:23]1>>[CH3:1][N:2]1[CH2:3][CH2:4][C:5]2([C:6](=[O:14])[NH:7][c:8]3[cH:9][cH:10][c:11]([Br:24])[cH:12][c:13]32)[CH2:15][CH2:16]1. Starting materials: O=C([O-])O, N#Cc1c(N)sc(-c2ccccc2)c1C(F)(F)F, [Na+], O=S(=O)(O)O. Product: NC(=O)c1c(N)sc(-c2ccccc2)c1C(F)(F)F. RXN SMILES: [C:24](=[O:25])([OH:26])[O-:27].[NH2:1][c:2]1[s:3][c:4](-[c:13]2[cH:14][cH:15][cH:16][cH:17][cH:18]2)[c:5]([C:9]([F:10])([F:11])[F:12])[c:6]1[C:7]#[N:8].[Na+:28].[S:19]([OH:20])(=[O:21])(=[O:22])[OH:23]>>[NH2:1][c:2]1[s:3][c:4](-[c:13]2[cH:14][cH:15][cH:16][cH:17][cH:18]2)[c:5]([C:9]([F:10])([F:11])[F:12])[c:6]1[C:7]([NH2:8])=[O:20]. Starting materials: NS(=O)(=O)c1cccc(Br)c1, O=C([O-])[O-], CCOC(=O)c1nc(C)sc1N, C1CCOC1, [Cs+], [Cs+], C1COCCO1, CC1(C)c2cccc(P(c3ccccc3)c3ccccc3)c2Oc2c(P(c3ccccc3)c3ccccc3)cccc21. Yields the product CCOC(=O)c1nc(C)sc1Nc1cccc(S(N)(=O)=O)c1. RXN SMILES: [Br:55][c:56]1[cH:57][c:58]([S:62](=[O:63])(=[O:64])[NH2:65])[cH:59][cH:60][cH:61]1.[C:66](=[O:67])([O-:68])[O-:69].[CH2:1]([CH3:2])[O:3][C:4](=[O:5])[c:6]1[n:7][c:8]([CH3:12])[s:9][c:10]1[NH2:11].[CH2:72]1[O:73][CH2:74][CH2:75][CH2:76]1.[Cs+:70].[Cs+:71].[O:77]1[CH2:78][CH2:79][O:80][CH2:81][CH2:82]1.[c:13]1([P:14]([c:15]2[cH:16][cH:17][cH:18][cH:19][cH:20]2)[c:21]2[c:22]3[c:46]([cH:47][cH:48][cH:49]2)[C:43]([CH3:44])([CH3:45])[c:25]2[c:24]([c:29]([P:30]([c:31]4[cH:32][cH:33][cH:34][cH:35][cH:36]4)[c:37]4[cH:38][cH:39][cH:40][cH:41][cH:42]4)[cH:28][cH:27][cH:26]2)[O:23]3)[cH:50][cH:51][cH:52][cH:53][cH:54]1>>[CH2:1]([CH3:2])[O:3][C:4](=[O:5])[c:6]1[n:7][c:8]([CH3:12])[s:9][c:10]1[NH:11][c:56]1[cH:57][c:58]([S:62](=[O:63])(=[O:64])[NH2:65])[cH:59][cH:60][cH:61]1. The reactants are CC(CO)CCCCCC ((-)-2-methyloctanol), S(O)(O)(=O)=O (sulfuric acid), ice water, ice water, S([O-])(O)=O.[Na+] (sodium bisulfite), [K] (potassium). Solvent: O (water), CCOCC (ether). The product is CC(C(=O)O)CCCCCC ((+)-2-methyl octanoic acid). Isolated yield 71.0%. Reaction SMILES: [CH3:1][CH:2]([CH2:5][CH2:6][CH2:7][CH2:8][CH2:9][CH3:10])[CH2:3][OH:4].S(=O)(=O)(O)[OH:12].[K].S(=O)(O)[O-].[Na+]>CCOCC.O>[CH3:1][CH:2]([CH2:5][CH2:6][CH2:7][CH2:8][CH2:9][CH3:10])[C:3]([OH:12])=[O:4] |f:3.4,^1:15|. Procedure: To 21.2 g (147 mmol) of (-)-2-methyloctanol were added an aqueous solution of 330 ml of water and 46.4 g of concentrated sulfuric acid, which was stirred to form an emulsion. To this emulsion was added dropwise 63.4 g (401 mmol) of potassium permaganate over 7 hours. Then, the reaction mixture was added with 51.5 g of sodium bisulfite and poured into 270 ml of ice water together with 70 ml of ice water and 200 ml of ether. After the separation into two layers, the reaction product was extracted ...